This data is from the Open Reaction Database (ORD), a public repository of structured organic reaction records. The task is: describe an organic reaction: reactants, conditions, products, and yield Reactants: Cl (hydrochloride), Cl.NC1=C(C=C(C=C1C(F)(F)F)C(CNC(C)C)=O)Br (4'-amino-3'-bromo-2-isopropylamino-5'-trifluoromethyl-acetophenone hydrochloride), [BH4-].[Na+] (sodium borohydride). The product is NC1=C(C=C(C=C1C(F)(F)F)C(CNC(C)C)O)Br (1-(4'-Amino-3'-bromo-5'-trifluoromethyl-phenyl)-2-isopropylamino-ethanol). RXN SMILES: Cl.Cl.[NH2:3][C:4]1[C:9]([C:10]([F:13])([F:12])[F:11])=[CH:8][C:7]([C:14](=[O:20])[CH2:15][NH:16][CH:17]([CH3:19])[CH3:18])=[CH:6][C:5]=1[Br:21].[BH4-].[Na+]>>[NH2:3][C:4]1[C:9]([C:10]([F:11])([F:12])[F:13])=[CH:8][C:7]([CH:14]([OH:20])[CH2:15][NH:16][CH:17]([CH3:18])[CH3:19])=[CH:6][C:5]=1[Br:21] |f:1.2,3.4|. Reported procedure: m.p. 102°-103° C., m.p. of the hydrochloride: 177°-179° C. (decomp.), was prepared from 4'-amino-3'-bromo-2-isopropylamino-5'-trifluoromethyl-acetophenone hydrochloride and sodium borohydride analogous to Example 1.